Dataset: the Open Reaction Database (ORD), a public repository of structured organic reaction records. Task: describe an organic reaction: reactants, conditions, products, and yield Starting materials: C(C1=CC=CC=C1)OC=1C=C(C=CC1OCC1=CC=CC=C1)CCNC(C(=O)OC)=O (methyl N-[2-(3,4-dibenzyloxyphenyl)ethyl]oxamate), CO (methanol), N (Ammonia). Reaction conditions: temperature -78 celsius, time 17 hour. Product: C(C1=CC=CC=C1)OC=1C=C(C=CC1OCC1=CC=CC=C1)CCNC(=O)C(=O)N (N-[2-(3,4-Dibenzyloxyphenyl)ethyl]oxamide). Isolated yield 93.0%. RXN SMILES: [CH2:1]([O:8][C:9]1[CH:10]=[C:11]([CH2:23][CH2:24][NH:25][C:26](=[O:31])[C:27]([O:29]C)=O)[CH:12]=[CH:13][C:14]=1[O:15][CH2:16][C:17]1[CH:22]=[CH:21][CH:20]=[CH:19][CH:18]=1)C1C=CC=CC=1.[NH3:32].CO>>[CH2:1]([O:8][C:9]1[CH:10]=[C:11]([CH2:23][CH2:24][NH:25][C:26]([C:27]([NH2:32])=[O:29])=[O:31])[CH:12]=[CH:13][C:14]=1[O:15][CH2:16][C:17]1[CH:22]=[CH:21][CH:20]=[CH:19][CH:18]=1)[C:9]1[CH:10]=[CH:11][CH:12]=[CH:13][CH:14]=1. Reported procedure: A suspension of methyl N-[2-(3,4-dibenzyloxyphenyl)ethyl]oxamate (5.0 g, 11.9 mmol) in methanol (100 mL) contained in a Fischer-Porter pressure vessel under argon was cooled to -78° C. Ammonia (ca. 60 mL) was condensed into the vessel, the vessel was sealed and allowed to come to room temperature. The suspension was allowed to stir at room temperature under a pressure of approximately 60 psi for 17 h. The mixture was cooled to -78° C., the vessel was opened and the vigorously stirred suspension ... Reactants: N(=O)[O-].[Na+] (sodium nitrite), C(C=C)#N (Acrylonitrile), Cuprous bromide, Br.BrC1=C(N)C(=CC(=C1)C)C (2-bromo-4,6-dimethylaniline hydrobromide), Br (hydrobromic acid), nitrile. The solvent is O (water), CC(=O)C (acetone), C1CCCCC1 (cyclohexane), hexanes. Conditions: temperature 15 celsius. Product: BrC1=C(/C=C/C#N)C(=CC(=C1)C)C (E-2-Bromo-4,6-Dimethyl-Cinnamonitrile). As a reaction SMILES: Br.[Br:2][C:3]1[CH:9]=[C:8]([CH3:10])[CH:7]=[C:6]([CH3:11])[C:4]=1N.Br.N([O-])=O.[Na+].[C:17](#[N:20])[CH:18]=[CH2:19]>O.C1CCCCC1.CC(C)=O>[Br:2][C:3]1[CH:9]=[C:8]([CH3:10])[CH:7]=[C:6]([CH3:11])[C:4]=1/[CH:19]=[CH:18]/[C:17]#[N:20] |f:0.1,3.4|. Procedure details: A 5 1, 3-necked round-bottom flask, equipped with an overhead stirrer, thermometer and addition funnel was charged with 2-bromo-4,6-dimethylaniline hydrobromide (713 g, 2.54 mol) and acetone (1.9 1). The slurry was cooled to 15° C. and 48% aqueous hydrobromic acid (450 ml, 4.0 mol), was added. The mixture was cooled to -4° C. then a solution of sodium nitrite (219 g, 3.17 mol) in 400 ml of water was slowly added with vigorous stirring while maintaining an internal temperature of 0° C. Acrylonitr...